From a dataset of the Open Reaction Database (ORD), a public repository of structured organic reaction records. describe an organic reaction: reactants, conditions, products, and yield Reactants: Br (hydrogen bromide), N(=O)[O-].[Na+] (sodium nitrite), [N+](=O)([O-])C1=CC=CC=2N=C(SC21)N (7-nitro-1,3-benzothiazol-2-ylamine), [OH-].[Na+] (NaOH), BrBr (Bromine). Run in O (H2O), O (H2O), C(C)(=O)O (acetic acid). Conditions: time 2 hour. The product is BrC=1SC2=C(N1)C=CC=C2[N+](=O)[O-] (2-Bromo-7-nitro-1,3-benzothiazole). Reaction SMILES: [N+:1]([C:4]1[C:12]2[S:11][C:10](N)=[N:9][C:8]=2[CH:7]=[CH:6][CH:5]=1)([O-:3])=[O:2].[BrH:14].BrBr.N([O-])=O.[Na+].[OH-].[Na+]>C(O)(=O)C.O>[Br:14][C:10]1[S:11][C:12]2[C:4]([N+:1]([O-:3])=[O:2])=[CH:5][CH:6]=[CH:7][C:8]=2[N:9]=1 |f:3.4,5.6|. Procedure details: To a suspension of 7-nitro-1,3-benzothiazol-2-ylamine (1.80 g, 9.22 mmol) in acetic acid (AcOH) (20 ml) was added 48% hydrogen bromide in H2O (10 ml) with ice-cooling. Bromine (0.157 ml) was added dropwise followed by sodium nitrite (177 mg, 23.9 mmol) in H2O (1 ml). The temperature was kept at 0 to 5° C. The mixture was stirred for 2 h with ice-cooling and then was made alkaline by dropwise addition of 6N NaOH solution. The resulting precipitate was collected by filtration, washed with water an... Starting materials: ClCCl, S=C(Cl)Cl, Nc1ccc(Oc2cccc(F)c2)cn1, O, c1ccncc1. Product: Fc1cccc(Oc2ccc(N=C=S)nc2)c1. RXN SMILES: [CH2:16]([Cl:17])[Cl:18].[Cl:19][C:20]([Cl:21])=[S:22].[F:1][c:2]1[cH:3][c:4]([O:5][c:6]2[cH:7][cH:8][c:9]([NH2:12])[n:10][cH:11]2)[cH:13][cH:14][cH:15]1.[OH2:29].[cH:23]1[cH:24][cH:25][n:26][cH:27][cH:28]1>>[F:1][c:2]1[cH:3][c:4]([O:5][c:6]2[cH:7][cH:8][c:9]([N:12]=[C:20]=[S:22])[n:10][cH:11]2)[cH:13][cH:14][cH:15]1. Starting materials: CCOC(=O)C(Cc1cnc(N(C(=O)OC(C)(C)C)C(=O)OC(C)(C)C)c(C)c1)C(=O)OCC, ClCCl, CCO, [K+], [OH-]. Product: CCOC(=O)C(Cc1cnc(N(C(=O)OC(C)(C)C)C(=O)OC(C)(C)C)c(C)c1)C(=O)O. RXN SMILES: [CH2:3]([CH3:4])[O:5][C:6]([CH:7]([C:8](=[O:9])[O:10][CH2:11][CH3:12])[CH2:13][c:14]1[cH:15][n:16][c:17]([N:21]([C:22](=[O:23])[O:24][C:25]([CH3:26])([CH3:27])[CH3:28])[C:29](=[O:30])[O:31][C:32]([CH3:33])([CH3:34])[CH3:35])[c:18]([CH3:20])[cH:19]1)=[O:36].[CH2:40]([Cl:41])[Cl:42].[CH3:37][CH2:38][OH:39].[K+:2].[OH-:1]>>[CH2:3]([CH3:4])[O:5][C:6]([CH:7]([C:8](=[O:9])[OH:10])[CH2:13][c:14]1[cH:15][n:16][c:17]([N:21]([C:22](=[O:23])[O:24][C:25]([CH3:26])([CH3:27])[CH3:28])[C:29](=[O:30])[O:31][C:32]([CH3:33])([CH3:34])[CH3:35])[c:18]([CH3:20])[cH:19]1)=[O:36].